Dataset: the Open Reaction Database (ORD), a public repository of structured organic reaction records. Task: describe an organic reaction: reactants, conditions, products, and yield Starting materials: Cl.C(C)(C)NCC(=O)C1=CC(=C(C=C1)O)O (3,4-dihydroxyphenyl isopropylaminomethyl ketone hydrochloride), O(C1=CC=CC=C1)CC(=O)Cl (phenoxyacetyl chloride). Product: C(C)(C)NCC(=O)C1=CC(=C(C=C1)OC(COC1=CC=CC=C1)=O)O (3-hydroxy-4-(phenoxyacetoxy)phenyl isopropylaminomethyl ketone). Reaction SMILES: Cl.[CH:2]([NH:5][CH2:6][C:7]([C:9]1[CH:14]=[CH:13][C:12]([OH:15])=[C:11]([OH:16])[CH:10]=1)=[O:8])([CH3:4])[CH3:3].[O:17]([CH2:24][C:25](Cl)=[O:26])[C:18]1[CH:23]=[CH:22][CH:21]=[CH:20][CH:19]=1>>[CH:2]([NH:5][CH2:6][C:7]([C:9]1[CH:14]=[CH:13][C:12]([O:15][C:25](=[O:26])[CH2:24][O:17][C:18]2[CH:23]=[CH:22][CH:21]=[CH:20][CH:19]=2)=[C:11]([OH:16])[CH:10]=1)=[O:8])([CH3:4])[CH3:3] |f:0.1|. Procedure details: Following the procedure described above in Example 58A but using 3,4-dihydroxyphenyl isopropylaminomethyl ketone hydrochloride instead of 3,4-dihydroxyphenyl tert-butylaminomethyl ketone hydrochloride and phenoxyacetyl chloride instead of isovaleryl chloride, there is obtained 3-hydroxy-4-(phenoxyacetoxy)phenyl isopropylaminomethyl ketone; and by interaction of this base with methanesulfonic acid there is obtained the methanesulfonate salt. When this methanesulfonate is catalytically hydrogenate... The reactants are [BH4-], CCOC(=O)c1ccc2[nH]c(-c3cc(C)cc(C)c3)c(CCN)c2c1, [Mg+2], [Na+], O=S(=O)([O-])[O-], O=CCCCc1ccncc1. The product is CCOC(=O)c1ccc2[nH]c(-c3cc(C)cc(C)c3)c(CCNCCCCc3ccncc3)c2c1. As a reaction SMILES: [BH4-:43].[CH2:1]([CH3:2])[O:3][C:4](=[O:5])[c:6]1[cH:7][c:8]2[c:9]([CH2:23][CH2:24][NH2:25])[c:10](-[c:15]3[cH:16][c:17]([CH3:22])[cH:18][c:19]([CH3:21])[cH:20]3)[nH:11][c:12]2[cH:13][cH:14]1.[Mg+2:37].[Na+:44].[O-:38][S:39](=[O:40])(=[O:41])[O-:42].[n:26]1[cH:27][cH:28][c:29]([CH2:32][CH2:33][CH2:34][CH:35]=[O:36])[cH:30][cH:31]1>>[CH2:1]([CH3:2])[O:3][C:4](=[O:5])[c:6]1[cH:7][c:8]2[c:9]([CH2:23][CH2:24][NH:25][CH2:35][CH2:34][CH2:33][CH2:32][c:29]3[cH:28][cH:27][n:26][cH:31][cH:30]3)[c:10](-[c:15]3[cH:16][c:17]([CH3:22])[cH:18][c:19]([CH3:21])[cH:20]3)[nH:11][c:12]2[cH:13][cH:14]1. Reactants: OC=1C(=C(C(=O)O)C=CC1)NC(C1=CC=C(C=C1)[N+](=O)[O-])=O (3-Hydroxy-2-(4-nitrobenzamido)benzoic acid), CC1=CC=C(C=C1)S(=O)(=O)O (4-methylbenzenesulfonic acid). Run in C1(=CC=CC=C1)C (toluene). The product is [N+](=O)([O-])C1=CC=C(C=C1)C=1OC=2C(N1)=C(C=CC2)C(=O)O (2-(4-nitrophenyl)benzo[d]oxazole-4-carboxylic acid). Isolated yield 83.3%. As a reaction SMILES: O[C:2]1[C:3]([NH:11][C:12](=[O:22])[C:13]2[CH:18]=[CH:17][C:16]([N+:19]([O-:21])=[O:20])=[CH:15][CH:14]=2)=[C:4]([CH:8]=[CH:9][CH:10]=1)[C:5]([OH:7])=[O:6].CC1C=CC(S(O)(=O)=O)=CC=1>C1(C)C=CC=CC=1>[N+:19]([C:16]1[CH:15]=[CH:14][C:13]([C:12]2[O:22][C:2]3[C:3](=[C:4]([C:5]([OH:7])=[O:6])[CH:8]=[CH:9][CH:10]=3)[N:11]=2)=[CH:18][CH:17]=1)([O-:21])=[O:20]. Procedure: 3-Hydroxy-2-(4-nitrobenzamido)benzoic acid (1.8 g, 6.0 mmol) and 4-methylbenzenesulfonic acid (2 g, 12.0 mmol) were added to toluene (36 mL) and the mixture was stirred at reflux for 17 hr. The solvent was evaporated under reduced pressure and the residue was washed with water (100 mL×3), filtered and dried under reduced pressure at 50° C. to obtain a yellow solid of 2-(4-nitrophenyl)benzo[d]oxazole-4-carboxylic acid (1.42 g, yield 83%). LC-MS (ESI) m/z 285 [M+1]+. Starting materials: [Al+3], CCOC(C)=O, [H-], [H-], [H-], [H-], [Li+], C1CCOC1, O=C1CSc2ccccc2N1. The product is c1ccc2c(c1)NCCS2. RXN SMILES: [Al+3:13].[CH3:18][CH2:19][O:20][C:21](=[O:22])[CH3:23].[H-:12].[H-:15].[H-:16].[H-:17].[Li+:14].[O:24]1[CH2:25][CH2:26][CH2:27][CH2:28]1.[S:1]1[CH2:2][C:3](=[O:11])[NH:4][c:5]2[c:6]1[cH:7][cH:8][cH:9][cH:10]2>>[S:1]1[CH2:2][CH2:3][NH:4][c:5]2[c:6]1[cH:7][cH:8][cH:9][cH:10]2. Reactants: Cc1cc(F)ccc1S(=O)(=O)Cl, N#Cc1ccc(-c2cncc(N)c2)cc1Cl, c1ccncc1. Yields the product Cc1cc(F)ccc1S(=O)(=O)Nc1cncc(-c2ccc(C#N)c(Cl)c2)c1. Reaction SMILES: [F:17][c:18]1[cH:19][c:20]([CH3:28])[c:21]([S:24](=[O:25])(=[O:26])[Cl:27])[cH:22][cH:23]1.[NH2:1][c:2]1[cH:3][c:4](-[c:8]2[cH:9][c:10]([Cl:16])[c:11]([C:12]#[N:13])[cH:14][cH:15]2)[cH:5][n:6][cH:7]1.[cH:29]1[cH:30][cH:31][n:32][cH:33][cH:34]1>>[NH:1]([c:2]1[cH:3][c:4](-[c:8]2[cH:9][c:10]([Cl:16])[c:11]([C:12]#[N:13])[cH:14][cH:15]2)[cH:5][n:6][cH:7]1)[S:24]([c:21]1[c:20]([CH3:28])[cH:19][c:18]([F:17])[cH:23][cH:22]1)(=[O:25])=[O:26]. Procedure details: To a solution of 3,3,3-trifluoro-2-((3-nitrophenyl)amino)propan-1-ol (C14, 171 mg), phthalimide (201 mg) and triphenylphosphine (305 mg) in tetrahydrofuran (7 mL), a 40% solution of diethyl azodicarboxylate in toluene (526 μL) was added under ice cooling, and the mixture was stirred at the same temperature for 40 minutes. To the reaction mixture, water and ethyl acetate were added. The organic layer was separated, washed with saturated aqueous sodium chloride, and then dried over anhydrous sodiu... Reaction conditions: time 40 minute. The reactants are FC(C(CO)NC1=CC(=CC=C1)[N+](=O)[O-])(F)F (3,3,3-trifluoro-2-((3-nitrophenyl)amino)propan-1-ol), C1(C=2C(C(N1)=O)=CC=CC2)=O (phthalimide), C1(=CC=CC=C1)P(C1=CC=CC=C1)C1=CC=CC=C1 (triphenylphosphine), solution, N(=NC(=O)OCC)C(=O)OCC (diethyl azodicarboxylate). Product: FC(C(CN1C(C2=CC=CC=C2C1=O)=O)NC1=CC(=CC=C1)[N+](=O)[O-])(F)F (2-(3,3,3-trifluoro-2-((3-nitrophenyl)amino)propyl)isoindoline-1,3-dione). Reaction SMILES: [F:1][C:2]([F:17])([F:16])[CH:3]([NH:6][C:7]1[CH:12]=[CH:11][CH:10]=[C:9]([N+:13]([O-:15])=[O:14])[CH:8]=1)[CH2:4]O.[C:18]1(=[O:28])[NH:22][C:21](=[O:23])[C:20]2=[CH:24][CH:25]=[CH:26][CH:27]=[C:19]12.C1(P(C2C=CC=CC=2)C2C=CC=CC=2)C=CC=CC=1.N(C(OCC)=O)=NC(OCC)=O>O1CCCC1.C1(C)C=CC=CC=1.C(OCC)(=O)C.O>[F:1][C:2]([F:17])([F:16])[CH:3]([NH:6][C:7]1[CH:12]=[CH:11][CH:10]=[C:9]([N+:13]([O-:15])=[O:14])[CH:8]=1)[CH2:4][N:22]1[C:18](=[O:28])[C:19]2[C:20](=[CH:24][CH:25]=[CH:26][CH:27]=2)[C:21]1=[O:23]. The yield is 80.6%. Run in O1CCCC1 (tetrahydrofuran), C1(=CC=CC=C1)C (toluene), C(C)(=O)OCC (ethyl acetate), O (water).